Dataset: the Open Reaction Database (ORD), a public repository of structured organic reaction records. Task: describe an organic reaction: reactants, conditions, products, and yield The product is C#CCN(CCOc1cccc2ncnc(Nc3ccc(OCc4ccccn4)c(Cl)c3)c12)C(=O)CO. Reaction SMILES: [Cl:6][c:7]1[cH:8][c:9]([NH:21][c:22]2[n:23][cH:24][n:25][c:26]3[cH:27][cH:28][cH:29][c:30]([O:32][CH2:33][CH2:34][NH:35][CH2:36][C:37]#[CH:38])[c:31]23)[cH:10][cH:11][c:12]1[O:13][CH2:14][c:15]1[n:16][cH:17][cH:18][cH:19][cH:20]1.[OH:1][CH2:2][C:3]([OH:4])=[O:5]>>[OH:1][CH2:2][C:3](=[O:5])[N:35]([CH2:34][CH2:33][O:32][c:30]1[cH:29][cH:28][cH:27][c:26]2[n:25][cH:24][n:23][c:22]([NH:21][c:9]3[cH:8][c:7]([Cl:6])[c:12]([O:13][CH2:14][c:15]4[n:16][cH:17][cH:18][cH:19][cH:20]4)[cH:11][cH:10]3)[c:31]21)[CH2:36][C:37]#[CH:38]. Starting materials: C#CCNCCOc1cccc2ncnc(Nc3ccc(OCc4ccccn4)c(Cl)c3)c12, O=C(O)CO. The reactants are [Al+3], C1CCOC1, [H-], [H-], [H-], [H-], [Li+], [Na+], [OH-], O, N#Cc1ccnc(OCCSc2ncn(C(c3ccccc3)(c3ccccc3)c3ccccc3)n2)c1. The product is NCc1ccnc(OCCSc2ncn(C(c3ccccc3)(c3ccccc3)c3ccccc3)n2)c1. Reaction SMILES: [Al+3:38].[CH2:46]1[O:47][CH2:48][CH2:49][CH2:50]1.[H-:37].[H-:40].[H-:41].[H-:42].[Li+:39].[Na+:45].[OH-:44].[OH2:43].[c:1]1([C:7]([n:8]2[n:9][c:10]([S:13][CH2:14][CH2:15][O:16][c:17]3[n:18][cH:19][cH:20][c:21]([C:23]#[N:24])[cH:22]3)[n:11][cH:12]2)([c:25]2[cH:26][cH:27][cH:28][cH:29][cH:30]2)[c:31]2[cH:32][cH:33][cH:34][cH:35][cH:36]2)[cH:2][cH:3][cH:4][cH:5][cH:6]1>>[c:1]1([C:7]([n:8]2[n:9][c:10]([S:13][CH2:14][CH2:15][O:16][c:17]3[n:18][cH:19][cH:20][c:21]([CH2:23][NH2:24])[cH:22]3)[n:11][cH:12]2)([c:25]2[cH:26][cH:27][cH:28][cH:29][cH:30]2)[c:31]2[cH:32][cH:33][cH:34][cH:35][cH:36]2)[cH:2][cH:3][cH:4][cH:5][cH:6]1. Reactants: CC1=NC=2CCCCC2C=C1 (2-methyl-5,6,7,8-tetrahydroquinoline), C1(=CC=CC=C1)[Li] (phenyl lithium). Yields the product [Li]C1CCCC=2C=CC(=NC12)C (8-lithio-2-methyl-5,6,7,8-tetrahydroquinoline), [Li]CC1=NC=2CCCCC2C=C1 (2-lithiomethyl-5,6,7,8-tetrahydroquinoline). Reaction SMILES: [CH3:1][C:2]1[CH:11]=[CH:10][C:9]2[CH2:8][CH2:7][CH2:6][CH2:5][C:4]=2[N:3]=1.C1([Li:18])C=CC=CC=1>>[Li:18][CH:5]1[C:4]2[N:3]=[C:2]([CH3:1])[CH:11]=[CH:10][C:9]=2[CH2:8][CH2:7][CH2:6]1.[Li:18][CH2:1][C:2]1[CH:11]=[CH:10][C:9]2[CH2:8][CH2:7][CH2:6][CH2:5][C:4]=2[N:3]=1. Reported procedure: Reaction of 2-methyl-5,6,7,8-tetrahydroquinoline with phenyl lithium following the method of Example 1 gave 8-lithio-2-methyl-5,6,7,8-tetrahydroquinoline and 2-lithiomethyl-5,6,7,8-tetrahydroquinoline which were treated in situ with carbon dioxide followed by esterification of the product by refluxing in methanol saturated with dry HCl gas according to the general method described in our copending U.S. Ser. No. 460,265. Starting materials: [Cl-].[NH4+] (ammonium chloride), C(CC#N)#N (malononitrile), CC(C)([O-])C.[K+] (potassium tert-butoxide), BrC(C(=O)OCC)(C(=O)OCC)C (diethyl 2-bromo-2-methylmalonate). Run in C(C)(=O)OCC (Ethyl acetate), C1CCOC1 (THF). Yields the product C(#N)C(C#N)C(C(=O)OCC)(C(=O)OCC)C (Diethyl (dicyanomethyl)(methyl)malonate). RXN SMILES: Br[C:2]([CH3:13])([C:8]([O:10][CH2:11][CH3:12])=[O:9])[C:3]([O:5][CH2:6][CH3:7])=[O:4].[C:14](#[N:18])[CH2:15][C:16]#[N:17].CC(C)([O-])C.[K+].[Cl-].[NH4+]>C1COCC1.C(OCC)(=O)C>[C:16]([CH:15]([C:2]([CH3:13])([C:8]([O:10][CH2:11][CH3:12])=[O:9])[C:3]([O:5][CH2:6][CH3:7])=[O:4])[C:14]#[N:18])#[N:17] |f:2.3,4.5|. Reported procedure: 19.156 g (75.686 mmol) of diethyl 2-bromo-2-methylmalonate were initially charged in THF (120 ml), and 5 g (75.686 mmol) of malononitrile and then 8.493 g (75.686 mmol) of potassium tert-butoxide were added. The mixture was then heated to reflux overnight. Ethyl acetate and sat. ammonium chloride solution were then added to the reaction, and the phases were separated. The aqueous phase was extracted two more times with ethyl acetate. The combined organic phases were washed with saturated aqueous... Reactants: FC1=CC=C(C=C1)N1N=CC=2C1=CN=NC2C(=O)O (1-(4-fluorophenyl)-1H-pyrazolo[3,4-d]pyridazine-4-carboxylic acid), FC(C(=O)O)(F)F.CS(=O)(=O)C1=NC=CC(=C1)CN (C-(2-methanesulfonyl-pyridin-4-yl)-methylamine trifluoroacetic acid salt), CCN(C(C)C)C(C)C (DIPEA), CN(C)C(=[N+](C)C)ON1C2=C(C=CC=C2)N=N1.[B-](F)(F)(F)F (TBTU). Solvent: CN(C)C=O (DMF), [Cl-].[NH4+] (ammonium chloride). Conditions: time 30 minute. The product is CS(=O)(=O)C1=NC=CC(=C1)CNC(=O)C1=C2C(=CN=N1)N(N=C2)C2=CC=C(C=C2)F (1-(4-Fluorophenyl)-1H-pyrazolo[3,4-d]pyridazine-4-carboxylic acid (2-methanesulfonyl-pyridin-4-ylmethyl)-amide). Reaction SMILES: [F:1][C:2]1[CH:7]=[CH:6][C:5]([N:8]2[C:12]3=[CH:13][N:14]=[N:15][C:16]([C:17]([OH:19])=O)=[C:11]3[CH:10]=[N:9]2)=[CH:4][CH:3]=1.FC(F)(F)C(O)=O.[CH3:27][S:28]([C:31]1[CH:36]=[C:35]([CH2:37][NH2:38])[CH:34]=[CH:33][N:32]=1)(=[O:30])=[O:29].CCN(C(C)C)C(C)C.CN(C(ON1N=NC2C=CC=CC1=2)=[N+](C)C)C.[B-](F)(F)(F)F>CN(C=O)C.[Cl-].[NH4+]>[CH3:27][S:28]([C:31]1[CH:36]=[C:35]([CH2:37][NH:38][C:17]([C:16]2[N:15]=[N:14][CH:13]=[C:12]3[N:8]([C:5]4[CH:4]=[CH:3][C:2]([F:1])=[CH:7][CH:6]=4)[N:9]=[CH:10][C:11]=23)=[O:19])[CH:34]=[CH:33][N:32]=1)(=[O:30])=[O:29] |f:1.2,4.5,7.8|. Procedure details: To a solution of 1-(4-fluorophenyl)-1H-pyrazolo[3,4-d]pyridazine-4-carboxylic acid (55.0 mg, 0.213 mmol), C-(2-methanesulfonyl-pyridin-4-yl)-methylamine trifluoroacetic acid salt (80.0 mg, 0.266 mmol) and DIPEA (112 μL, 0.644 mmol) in DMF (3.0 mL) is added TBTU (93.0 mg, 0.290 mmol). After 30 minutes, the mixture is diluted with saturated aqueous ammonium chloride (20 mL) and extracted with EtOAc (3×15 mL). The combined organic layers are washed with brine (4×5 mL), dried over MgSO4, filtered an... Reactants: CCOC(C)=O, O=C(Cl)OCc1ccccc1, [Na+], C1CCOC1, O=C([O-])O, Oc1cccc(N2CCNCC2)c1. The product is O=C(OCc1ccccc1)N1CCN(c2cccc(O)c2)CC1. Reaction SMILES: [CH3:30][CH2:31][O:32][C:33](=[O:34])[CH3:35].[Cl:19][C:20](=[O:21])[O:22][CH2:23][c:24]1[cH:25][cH:26][cH:27][cH:28][cH:29]1.[Na+:14].[O:36]1[CH2:37][CH2:38][CH2:39][CH2:40]1.[OH:15][C:16](=[O:17])[O-:18].[OH:1][c:2]1[cH:3][c:4]([N:8]2[CH2:9][CH2:10][NH:11][CH2:12][CH2:13]2)[cH:5][cH:6][cH:7]1>>[OH:1][c:2]1[cH:3][c:4]([N:8]2[CH2:9][CH2:10][N:11]([C:20](=[O:21])[O:22][CH2:23][c:24]3[cH:25][cH:26][cH:27][cH:28][cH:29]3)[CH2:12][CH2:13]2)[cH:5][cH:6][cH:7]1. Reactants: [N+](=O)([O-])C=1C=CC2=C([C@@H]3[C@H]([C@](O2)(C(OC)OC)C)O3)C1 ((2S,3R,4R)-6-nitro-2-methyl-2-dimethoxymethyl-3,4-epoxy-3,4-dihydro-2H-1-benzopyran), ClC1=C(C=CC=C1)NCC=1N=NN(N1)C (N-(2-chlorophenyl)-N-(2-methyl-2H-tetrazol-5-ylmethyl)amine). Yields the product [N+](=O)([O-])C=1C=CC2=C([C@@H]([C@H]([C@](O2)(C(OC)OC)C)O)N(CC=2N=NN(N2)C)C2=C(C=CC=C2)Cl)C1 ((2S,3R,4S)-6-nitro-4-[N-(2-chlorophenyl)-N-(2-methyl-2H-tetrazol-5-ylmethyl)amino]-3-hydroxy-2-methyl-2-dimethoxymethyl-3,4-dihydro-2H-1-benzopyran). The yield is 15.0%. Reaction SMILES: [N+:1]([C:4]1[CH:5]=[CH:6][C:7]2[O:12][C@:11]([CH3:18])([CH:13]([O:16][CH3:17])[O:14][CH3:15])[C@@H:10]3[O:19][C@@H:9]3[C:8]=2[CH:20]=1)([O-:3])=[O:2].[Cl:21][C:22]1[CH:27]=[CH:26][CH:25]=[CH:24][C:23]=1[NH:28][CH2:29][C:30]1[N:31]=[N:32][N:33]([CH3:35])[N:34]=1>>[N+:1]([C:4]1[CH:5]=[CH:6][C:7]2[O:12][C@:11]([CH3:18])([CH:13]([O:16][CH3:17])[O:14][CH3:15])[C@H:10]([OH:19])[C@@H:9]([N:28]([C:23]3[CH:24]=[CH:25][CH:26]=[CH:27][C:22]=3[Cl:21])[CH2:29][C:30]3[N:31]=[N:32][N:33]([CH3:35])[N:34]=3)[C:8]=2[CH:20]=1)([O-:3])=[O:2]. Procedure details: The same procedure as step 3 of example 1 was accomplished, except for using the epoxide compound (450 mg, 1.6 mmol) obtained in step 1 of example 2 and N-(2-chlorophenyl)-N-(2-methyl-2H-tetrazol-5-ylmethyl)amine. The crude product was purified by silica gel column chromatography (developing solvent-n-hexane:ethyl acetate=2:1), to give desired compound (118 mg, yield: 15%). Starting materials: Cc1ccccc1, CC(=O)C=Cc1ccc(C(F)(F)F)cc1. Yields the product CC(O)C=Cc1ccc(C(F)(F)F)cc1. Reaction SMILES: [CH3:16][c:17]1[cH:18][cH:19][cH:20][cH:21][cH:22]1.[F:1][C:2]([c:3]1[cH:4][cH:5][c:6]([CH:9]=[CH:10][C:11]([CH3:12])=[O:13])[cH:7][cH:8]1)([F:14])[F:15]>>[F:1][C:2]([c:3]1[cH:4][cH:5][c:6]([CH:9]=[CH:10][CH:11]([CH3:12])[OH:13])[cH:7][cH:8]1)([F:14])[F:15]. Starting materials: C(C)N1C2=C(C=C(C3=C1C=CC=C3)C#N)C=CC=C2 (5-ethyl-5H-dibenz[b,f]azepine-10-carbonitrile), [B-].[Na+] (sodium tetrahydroborate (1-)). The solvent is C(C)O (ethanol). Yields the product C(C)N1C2=C(CC(C3=C1C=CC=C3)C#N)C=CC=C2 (5-ethyl-10,11-dihydro-5H-dibenz[b,f]azepine-10-carbonitrile). Reaction SMILES: [CH2:1]([N:3]1[C:9]2[CH:10]=[CH:11][CH:12]=[CH:13][C:8]=2[C:7]([C:14]#[N:15])=[CH:6][C:5]2[CH:16]=[CH:17][CH:18]=[CH:19][C:4]1=2)[CH3:2].[B-].[Na+]>C(O)C>[CH2:1]([N:3]1[C:9]2[CH:10]=[CH:11][CH:12]=[CH:13][C:8]=2[CH:7]([C:14]#[N:15])[CH2:6][C:5]2[CH:16]=[CH:17][CH:18]=[CH:19][C:4]1=2)[CH3:2] |f:1.2|. Reported procedure: To a solution of approximately 49 parts of 5-ethyl-5H-dibenz[b,f]azepine-10-carbonitrile in 1,600 parts of absolute ethanol at 70°-75° is added, portionwise with stirring, 76 parts of sodium tetrahydroborate (1-). When the addition is conplete, the reaction mixture is maintained at 70°-75° with stirring for a further 1 1/2 hours, whereupon it is cooled and solvent is then removed by vacuum distillation. Approximately 2,000 parts of water is mixed with the residue. Insoluble solids are filtered o...